This data is from the Open Reaction Database (ORD), a public repository of structured organic reaction records. The task is: describe an organic reaction: reactants, conditions, products, and yield Starting materials: C[S-], Cc1ccccc1, Cc1c(CN2CCN(S(C)(=O)=O)CC2)sc2c(N3CCOCC3)nc(Cl)nc12, [Na+], CN(C)C=O, O. Yields the product CSc1nc(N2CCOCC2)c2sc(CN3CCN(S(C)(=O)=O)CC3)c(C)c2n1. RXN SMILES: [CH3:29][S-:30].[CH3:38][c:39]1[cH:40][cH:41][cH:42][cH:43][cH:44]1.[Cl:1][c:2]1[n:3][c:4]([N:23]2[CH2:24][CH2:25][O:26][CH2:27][CH2:28]2)[c:5]2[c:6]([n:7]1)[c:8]([CH3:22])[c:9]([CH2:11][N:12]1[CH2:13][CH2:14][N:15]([S:18](=[O:19])(=[O:20])[CH3:21])[CH2:16][CH2:17]1)[s:10]2.[Na+:31].[O:32]=[CH:33][N:34]([CH3:35])[CH3:36].[OH2:37]>>[c:2]1([S:30][CH3:29])[n:3][c:4]([N:23]2[CH2:24][CH2:25][O:26][CH2:27][CH2:28]2)[c:5]2[c:6]([n:7]1)[c:8]([CH3:22])[c:9]([CH2:11][N:12]1[CH2:13][CH2:14][N:15]([S:18](=[O:19])(=[O:20])[CH3:21])[CH2:16][CH2:17]1)[s:10]2. The reactants are CCCN(CCC)C1COc2cccc(N)c2C1, [Ca+2], [Cu+2], [Cu], O=N[O-], [Na+], O=C([O-])[O-], O, O=S(=O)([O-])[O-]. The product is CCCN(CCC)C1COc2cccc([N+](=O)[O-])c2C1. RXN SMILES: [CH2:1]([CH2:2][CH3:3])[N:4]([CH:5]1[CH2:6][O:7][c:8]2[cH:9][cH:10][cH:11][c:12]([NH2:15])[c:13]2[CH2:14]1)[CH2:16][CH2:17][CH3:18].[Ca+2:23].[Cu+2:34].[Cu:35].[N:19](=[O:20])[O-:21].[Na+:22].[O-:24][C:25](=[O:26])[O-:27].[OH2:28].[S:29]([O-:30])([O-:31])(=[O:32])=[O:33]>>[CH2:1]([CH2:2][CH3:3])[N:4]([CH:5]1[CH2:6][O:7][c:8]2[cH:9][cH:10][cH:11][c:12]([N+:19](=[O:20])[O-:21])[c:13]2[CH2:14]1)[CH2:16][CH2:17][CH3:18]. Reactants: O (water), OOS(=O)[O-].[K+] (OXONE), OC1(CCC(CC1)=O)C1=CC(=CC=C1)SC (4-hydroxy-4-(3-methylsulfanyl-phenyl)-cyclohexanone), CC[N+](CC)(CC)S(=O)(=O)N=C([O-])OC (Burgess' reagent). Run in CO (MeOH), C1CCOC1 (THF). Conditions: time 8 hour. Yields the product CS(=O)(=O)C=1C=C(C=CC1)C1=CCC(CC1)=O (4-(3-Methanesulfonyl-phenyl)-cyclohex-3-enone). RXN SMILES: O[C:2]1([C:9]2[CH:14]=[CH:13][CH:12]=[C:11](SC)[CH:10]=2)[CH2:7][CH2:6][C:5](=[O:8])[CH2:4][CH2:3]1.[CH3:17]C[N+](S(N=C(OC)[O-])(=O)=O)(CC)CC.O.O[O:34][S:35]([O-:37])=O.[K+]>C1COCC1.CO>[CH3:17][S:35]([C:11]1[CH:10]=[C:9]([C:2]2[CH2:7][CH2:6][C:5](=[O:8])[CH2:4][CH:3]=2)[CH:14]=[CH:13][CH:12]=1)(=[O:37])=[O:34] |f:3.4|. Procedure details: A solution of 4-hydroxy-4-(3-methylsulfanyl-phenyl)-cyclohexanone (as prepared in the previous step, 1.10 g, 4.66 mmol) in THF (10 mL) was treated with Burgess' reagent (1.20 g, 5.00 mmol) at room temperature overnight. The solvent was removed and the residue was partitioned between ethyl acetate and water. The organic layer was washed with brine, dried over anhydrous Na2SO4, filtered, concentrated to give a white solid. To this white solid in MeOH (5 mL) and water (5 mL) was added OXONE (Aldric... Reactants: CCc1cnc(CCNC(=O)OCc2ccccc2)o1, CO, O=C[O-], [NH4+]. Product: CCc1cnc(CCN)o1. RXN SMILES: [CH2:5]([O:6][C:7](=[O:8])[NH:14][CH2:15][CH2:16][c:17]1[o:18][c:19]([CH2:22][CH3:23])[cH:20][n:21]1)[c:9]1[cH:10][cH:11][cH:12][cH:13][cH:24]1.[CH3:25][OH:26].[CH:1]([O-:2])=[O:3].[NH4+:4]>>[NH2:14][CH2:15][CH2:16][c:17]1[o:18][c:19]([CH2:22][CH3:23])[cH:20][n:21]1. Yields the product NN1COC2=C1C(=C(C=C2)C2=CC=CC=C2)OCC2COCC2 (3-Amino-4-(3-tetrahydrofuranylmethoxy)-5-phenylbenzoxazole). Reaction SMILES: [N+:1]([N:4]1[C:8]2[C:9]([O:19][CH2:20][CH:21]3[CH2:25][CH2:24][O:23][CH2:22]3)=[C:10]([C:13]3[CH:18]=[CH:17][CH:16]=[CH:15][CH:14]=3)[CH:11]=[CH:12][C:7]=2[O:6][CH2:5]1)([O-])=O>[Zn]>[NH2:1][N:4]1[C:8]2[C:9]([O:19][CH2:20][CH:21]3[CH2:25][CH2:24][O:23][CH2:22]3)=[C:10]([C:13]3[CH:18]=[CH:17][CH:16]=[CH:15][CH:14]=3)[CH:11]=[CH:12][C:7]=2[O:6][CH2:5]1. Procedure details: Prepared by the method of Example 47b), from 2-(3-nitro-4-(3-tetrahydrofuranylmethoxy)-5-phenylbenzoxazole (150 mg, 0.36 mmol) and powdered zinc (235 mg, 3.6 mmol) the subtitle compound was obtained (115 mg, 83%). 1H NMR (DMSO) δ 7.98(d, 1H), 7.79(d, 1H), 7.73(m, 2H), 7.65(dd, 1H), 7.54–7.36(m, 5H), 7.02(d, 1H), 4.01(m, 2H), 3.88–3.76(m, 2H), 3.68(m, 1H), 3.59(m, 1H), 2.71(m, 1H), 2.07(m, 1H), 1.70(m, 1H). Reagents/catalysts: [Zn] (zinc). The reactants are [N+](=O)([O-])N1COC2=C1C(=C(C=C2)C2=CC=CC=C2)OCC2COCC2 (3-nitro-4-(3-tetrahydrofuranylmethoxy)-5-phenylbenzoxazole).